This data is from the Open Reaction Database (ORD), a public repository of structured organic reaction records. The task is: describe an organic reaction: reactants, conditions, products, and yield Starting materials: FC(S(=O)(=O)OS(=O)(=O)C(F)(F)F)(F)F (Trifluoromethanesulfonic anhydride), OC=1C=CC2=C(CC3=C(C(C2)CC(=O)OCC)C=CC=C3)C1 (ethyl (±)-10,11-dihydro-3-hydroxy-5H-dibenzo[a,d]cycloheptene-10-acetate), N1=C(C=CC=C1C)C (2,6-lutidine). The solvent is C(Cl)Cl (CH2Cl2), CCOCC (Et2O). Reaction conditions: time 0.5 hour. Product: FC(S(=O)(=O)OC=1C=CC2=C(CC3=C(C(C2)CC(=O)OCC)C=CC=C3)C1)(F)F (Ethyl (±)-10,11-dihydro-3-(trifluoromethanesulfonyloxy)-5H-dibenzo[a,d]cycloheptene-10-acetate). The yield is 91.7%. RXN SMILES: [F:1][C:2]([F:15])([F:14])[S:3]([O:6]S(C(F)(F)F)(=O)=O)(=[O:5])=[O:4].O[C:17]1[CH:18]=[CH:19][C:20]2[CH2:26][CH:25]([CH2:27][C:28]([O:30][CH2:31][CH3:32])=[O:29])[C:24]3[CH:33]=[CH:34][CH:35]=[CH:36][C:23]=3[CH2:22][C:21]=2[CH:37]=1.N1C(C)=CC=CC=1C>C(Cl)Cl.CCOCC>[F:1][C:2]([F:15])([F:14])[S:3]([O:6][C:17]1[CH:18]=[CH:19][C:20]2[CH2:26][CH:25]([CH2:27][C:28]([O:30][CH2:31][CH3:32])=[O:29])[C:24]3[CH:33]=[CH:34][CH:35]=[CH:36][C:23]=3[CH2:22][C:21]=2[CH:37]=1)(=[O:5])=[O:4]. Procedure details: Trifluoromethanesulfonic anhydride (0.45 mL, 2.68 mmol) was added dropwise to a solution of ethyl (±)-10,11-dihydro-3-hydroxy-5H-dibenzo[a,d]cycloheptene-10-acetate (611.7 mg, 2.06 mmol) and 2,6-lutidine (0.48 mL, 4.12 mmol) in anhydrous CH2Cl2 (10.3 mL) at -78° C. under argon. After 0.5 h, the reaction was warmed to RT and stirred for 1 h. The yellow solution was diluted with Et2O (50 mL) and washed sequentially with 1.0 N HCl (5 mL), 5% NaHCO3 (5 mL), and brine (5 mL). Drying (MgSO4), concentr... Run in O1CCOCC1 (dioxane), O (water). Procedure: A glass microwave reaction vessel was charged with 3-bromo-5-chloro-N-(5-fluoro-6-methoxypyridin-3-yl)pyrazin-2-amine (216 mg, 0.648 mmol,), 2-methyl-4-(methylthio)-6-(tributylstannyl)pyrimidine (334 mg, 0.777 mmol), copper (I) iodide (25 mg, 0.130 mmol, Aldrich, St. Louis, Mo.), cesium fluoride (197 mg, 1.295 mmol, Alfa Aesar) and tetrakis(triphenylphosphine)palladium (74.8 mg, 0.065 mmol, Strem) in dioxane (3 mL). The reaction mixture was stirred and heated in a Emrys Optimizer microwave react... The product is ClC=1N=C(C(=NC1)NC=1C=NC(=C(C1)F)OC)C1=NC(=NC(=C1)SC)C (5-chloro-N-(5-fluoro-6-methoxypyridin-3-yl)-3-(2-methyl-6-(methylthio)pyrimidin-4-yl)pyrazin-2-amine). The yield is 69.1%. As a reaction SMILES: Br[C:2]1[C:3]([NH:9][C:10]2[CH:11]=[N:12][C:13]([O:17][CH3:18])=[C:14]([F:16])[CH:15]=2)=[N:4][CH:5]=[C:6]([Cl:8])[N:7]=1.[CH3:19][C:20]1[N:25]=[C:24]([S:26][CH3:27])[CH:23]=[C:22]([Sn](CCCC)(CCCC)CCCC)[N:21]=1.[F-].[Cs+]>O1CCOCC1.O.[Cu]I.C1C=CC([P]([Pd]([P](C2C=CC=CC=2)(C2C=CC=CC=2)C2C=CC=CC=2)([P](C2C=CC=CC=2)(C2C=CC=CC=2)C2C=CC=CC=2)[P](C2C=CC=CC=2)(C2C=CC=CC=2)C2C=CC=CC=2)(C2C=CC=CC=2)C2C=CC=CC=2)=CC=1>[Cl:8][C:6]1[N:7]=[C:2]([C:22]2[CH:23]=[C:24]([S:26][CH3:27])[N:25]=[C:20]([CH3:19])[N:21]=2)[C:3]([NH:9][C:10]2[CH:11]=[N:12][C:13]([O:17][CH3:18])=[C:14]([F:16])[CH:15]=2)=[N:4][CH:5]=1 |f:2.3,^1:55,57,76,95|. The reactants are BrC=1C(=NC=C(N1)Cl)NC=1C=NC(=C(C1)F)OC (3-bromo-5-chloro-N-(5-fluoro-6-methoxypyridin-3-yl)pyrazin-2-amine), CC1=NC(=CC(=N1)SC)[Sn](CCCC)(CCCC)CCCC (2-methyl-4-(methylthio)-6-(tributylstannyl)pyrimidine), [F-].[Cs+] (cesium fluoride). Run at temperature 140 celsius. The reagents and catalysts are [Cu]I (copper (I) iodide), C=1C=CC(=CC1)[P](C=2C=CC=CC2)(C=3C=CC=CC3)[Pd]([P](C=4C=CC=CC4)(C=5C=CC=CC5)C=6C=CC=CC6)([P](C=7C=CC=CC7)(C=8C=CC=CC8)C=9C=CC=CC9)[P](C=1C=CC=CC1)(C=1C=CC=CC1)C=1C=CC=CC1 (tetrakis(triphenylphosphine)palladium). Starting materials: 47.8, N(=C=S)C1=CC=C(C=C1)N1CCN(CC1)C1=CC=C(C=C1)OC (1-(4-isothiocyanatophenyl)-4-(4-methoxyphenyl)piperazine), O.NN (hydrazine hydrate). Solvent: O1CCOCC1 (1,4-dioxane). Product: 46, COC1=CC=C(C=C1)N1CCN(CC1)C1=CC=C(C=C1)NC(=S)NN (N-{4-[4-(4-methoxyphenyl)-1-piperazinyl]phenyl}hydrazinecarbothioamide). Yield: 89.0%. Reaction SMILES: [N:1]([C:4]1[CH:9]=[CH:8][C:7]([N:10]2[CH2:15][CH2:14][N:13]([C:16]3[CH:21]=[CH:20][C:19]([O:22][CH3:23])=[CH:18][CH:17]=3)[CH2:12][CH2:11]2)=[CH:6][CH:5]=1)=[C:2]=[S:3].O.[NH2:25][NH2:26]>O1CCOCC1>[CH3:23][O:22][C:19]1[CH:20]=[CH:21][C:16]([N:13]2[CH2:14][CH2:15][N:10]([C:7]3[CH:8]=[CH:9][C:4]([NH:1][C:2]([NH:25][NH2:26])=[S:3])=[CH:5][CH:6]=3)[CH2:11][CH2:12]2)=[CH:17][CH:18]=1 |f:1.2|. Reported procedure: A mixture of 47.8 parts of 1-(4-isothiocyanatophenyl)-4-(4-methoxyphenyl)piperazine, 100 parts of hydrazine hydrate and 400 parts of 1,4-dioxane is stirred and refluxed for 1 hour. The reaction mixture is cooled and poured onto water. The precipitated product is filtered off, washed with water and with methanol and dried, yielding 46 parts (89%) of N-{4-[4-(4-methoxyphenyl)-1-piperazinyl]phenyl}hydrazinecarbothioamide. Reactants: Cn1c(C(O)C2CC(O[Si](C)(C)C(C)(C)C)CN2Cc2ccccc2)cnc1-c1cccs1, CCO. Yields the product Cn1cncc1C(O)C1CC(O[Si](C)(C)C(C)(C)C)CN1Cc1ccccc1. RXN SMILES: [CH2:1]([c:2]1[cH:3][cH:4][cH:5][cH:6][cH:7]1)[N:8]1[CH:9]([CH:21]([OH:22])[c:23]2[cH:24][n:25][c:26](-[c:29]3[s:30][cH:31][cH:32][cH:33]3)[n:27]2[CH3:28])[CH2:10][CH:11]([O:13][Si:14]([CH3:15])([CH3:16])[C:17]([CH3:18])([CH3:19])[CH3:20])[CH2:12]1.[CH3:34][CH2:35][OH:36]>>[CH2:1]([c:2]1[cH:3][cH:4][cH:5][cH:6][cH:7]1)[N:8]1[CH:9]([CH:21]([OH:22])[c:23]2[cH:24][n:25][cH:26][n:27]2[CH3:28])[CH2:10][CH:11]([O:13][Si:14]([CH3:15])([CH3:16])[C:17]([CH3:18])([CH3:19])[CH3:20])[CH2:12]1. The reactants are OC1CCNCC1 (4-hydroxypiperidine), C(C)(C)(C)OC(=O)N1C(=C(C2=CC=C(C=C12)OCCCBr)Br)C=1C2=C(N(N1)C(=O)OC(C)(C)C)C=CS2 (3-bromo-6-(3-bromo-propoxy)-2-(1-tert-butoxycarbonyl-1H-thieno[3,2-c]pyrazol-3-yl)-indole-1-carboxylic acid tert-butyl ester), C(C)(C)(C)OC(=O)N1C(=C(C2=CC=C(C=C12)OCCCBr)Br)C=1C2=C(N(N1)C(=O)OC(C)(C)C)C=CS2 (3-bromo-6-(3-bromo-propoxy)-2-(1-tert-butoxycarbonyl-1H-thieno[3,2-c]pyrazol-3-yl)-indole-1-carboxylic acid tert-butyl ester), CCN(C(C)C)C(C)C (DIEA). Run in C(C)#N (acetonitrile). Conditions: temperature 70 celsius, time 4 hour. Yields the product BrC1=C(NC2=CC(=CC=C12)OCCCN1CCCCC1)C=1C2=C(NN1)C=CS2 (3-bromo-6-(3-piperidin-1-yl-propoxy)-2-(1H-thieno[3,2-c]pyrazol-3-yl)-1H-indole). The yield is 24.3%. Reaction SMILES: C(OC([N:8]1[C:16]2[C:11](=[CH:12][CH:13]=[C:14]([O:17][CH2:18][CH2:19][CH2:20]Br)[CH:15]=2)[C:10]([Br:22])=[C:9]1[C:23]1[C:24]2[S:37][CH:36]=[CH:35][C:25]=2[N:26](C(OC(C)(C)C)=O)[N:27]=1)=O)(C)(C)C.CCN(C(C)C)C(C)C.O[CH:48]1[CH2:53][CH2:52][NH:51][CH2:50][CH2:49]1>C(#N)C>[Br:22][C:10]1[C:11]2[C:16](=[CH:15][C:14]([O:17][CH2:18][CH2:19][CH2:20][N:51]3[CH2:52][CH2:53][CH2:48][CH2:49][CH2:50]3)=[CH:13][CH:12]=2)[NH:8][C:9]=1[C:23]1[C:24]2[S:37][CH:36]=[CH:35][C:25]=2[NH:26][N:27]=1. Reported procedure: 2-(1-tert-butoxycarbonyl-1H-thieno[3,2-c]pyrazol-3-yl)-6-(tert-butyl-dimethyl-silanyloxy)-indole-1-carboxylic acid tert- butyl ester [Intermediate (63), LC-MS: 570 (M+H), RT=4.2 minutes; 1H NMR [(CD3)2SO]: δ 7.98 (1H,d), 7.56 (2H,dd), 7.35(1H, d), 7.06 (1H, s), 6.86 (1H, dd), 1.65 (s, 9H), 1.33 (s, 3H), 0.99 (s, 9H), 0.23 (s, 6H)] was prepared in 46% yield using procedures similar to those of Example 5C, substituting 6-(tert-butyl-dimethylsilyloxy)-1H-indole-2-boronic acid [Intermediate (74), pr... The reactants are Cl (HCl), COC(=O)C=1SC(=CC1N(C1CCN(CC1)C)C(=O)[C@@H]1CC[C@H](CC1)C)C1=CC=CC=C1 (3-[(trans-4-methyl-cyclohexanecarbonyl)-(1-methyl-piperidin-4-yl)-amino]-5-phenyl-thiophene-2-carboxylic acid methyl ester), [Li+].[OH-] (LiOH), monohydrate. The solvent is O1CCOCC1.O (dioxane water). The product is [Cl-].C(=O)(O)C=1SC(=CC1N(C1CC[NH+](CC1)C)C(=O)[C@@H]1CC[C@H](CC1)C)C1=CC=CC=C1 (4-[(2-carboxy-5-phenyl-thiophen-3-yl)-(trans-4-methyl-cyclohexanecarbonyl)-amino]-1-methyl-piperidinium chloride). As a reaction SMILES: C[O:2][C:3]([C:5]1[S:6][C:7]([C:27]2[CH:32]=[CH:31][CH:30]=[CH:29][CH:28]=2)=[CH:8][C:9]=1[N:10]([C:18]([C@H:20]1[CH2:25][CH2:24][C@H:23]([CH3:26])[CH2:22][CH2:21]1)=[O:19])[CH:11]1[CH2:16][CH2:15][N:14]([CH3:17])[CH2:13][CH2:12]1)=[O:4].[Li+].[OH-].[ClH:35]>O1CCOCC1.O>[Cl-:35].[C:3]([C:5]1[S:6][C:7]([C:27]2[CH:32]=[CH:31][CH:30]=[CH:29][CH:28]=2)=[CH:8][C:9]=1[N:10]([C:18]([C@H:20]1[CH2:21][CH2:22][C@H:23]([CH3:26])[CH2:24][CH2:25]1)=[O:19])[CH:11]1[CH2:16][CH2:15][NH+:14]([CH3:17])[CH2:13][CH2:12]1)([OH:4])=[O:2] |f:1.2,4.5,6.7|. Procedure details: A mixture of 3-[(trans-4-methyl-cyclohexanecarbonyl)-(1-methyl-piperidin-4-yl)-amino]-5-phenyl-thiophene-2-carboxylic acid methyl ester (176 mg, 0.387 mmol) and LiOH.monohydrate (48.8 mg, 1.16 mmol, 4.0 eq) in dioxane:water (3:1, 3.9 mL, 0.1 M) was heated at 50° C. for 5 h, cooled to room temp, acidified with aq. 1N HCl, concentrated, diluted with small amount of water and filtered off the product, and then dried (136 mg), which was triturated with hexanes several times to remove 4-methylcyclohe...